Dataset: the Open Reaction Database (ORD), a public repository of structured organic reaction records. Task: describe an organic reaction: reactants, conditions, products, and yield Reported procedure: Starting with readily available starting materials, 1,3-dibromobenzene and the appropriately substituted iodobenzene, it is possible to prepare biphenyls having 3', 4' and 5' position substitution. Referring to Flow Sheet AE 1,3-dibromobenzene AE1 is converted to boronic acid AE2 by first reacting with butyl lithium in anhydrous THF or ether at about -78° C. followed by addition of triisopropyl borate. The resultant intermediate is worked up with sodium hydroxide and acidified. Boronic acid AE2 ... Reagents/catalysts: C=1C=CC(=CC1)[P](C=2C=CC=CC2)(C=3C=CC=CC3)[Pd]([P](C=4C=CC=CC4)(C=5C=CC=CC5)C=6C=CC=CC6)([P](C=7C=CC=CC7)(C=8C=CC=CC8)C=9C=CC=CC9)[P](C=1C=CC=CC1)(C=1C=CC=CC1)C=1C=CC=CC1 (tetrakistriphenylphosphinepalladium). Starting materials: C(CCC)[Li] (butyl lithium), BrC1=CC(=CC=C1)Br (1,3-dibromobenzene), BrC1=CC(=CC=C1)Br (1,3-dibromobenzene), B(O)O (boronic acid), B(O)O (Boronic acid), IC1=CC=CC=C1 (iodobenzene), C([O-])([O-])=O.[Na+].[Na+] (sodium carbonate), resultant intermediate, [OH-].[Na+] (sodium hydroxide), B(OC(C)C)(OC(C)C)OC(C)C (triisopropyl borate), substituted iodobenzene, biphenyls. Yields the product BrC=1C=C(C=CC1)C1=CC=CC=C1 (3-bromo biphenyl). As a reaction SMILES: Br[C:2]1[CH:7]=[CH:6][CH:5]=[C:4]([Br:8])[CH:3]=1.B(O)O.C([Li])CCC.B(OC(C)C)(OC(C)C)OC(C)C.[OH-].[Na+].I[C:33]1[CH:38]=[CH:37][CH:36]=[CH:35][CH:34]=1.C(=O)([O-])[O-].[Na+].[Na+]>C1COCC1.CCOCC.C1(C)C=CC=CC=1.C1C=CC([P]([Pd]([P](C2C=CC=CC=2)(C2C=CC=CC=2)C2C=CC=CC=2)([P](C2C=CC=CC=2)(C2C=CC=CC=2)C2C=CC=CC=2)[P](C2C=CC=CC=2)(C2C=CC=CC=2)C2C=CC=CC=2)(C2C=CC=CC=2)C2C=CC=CC=2)=CC=1>[Br:8][C:4]1[CH:3]=[C:2]([C:33]2[CH:38]=[CH:37][CH:36]=[CH:35][CH:34]=2)[CH:7]=[CH:6][CH:5]=1 |f:4.5,7.8.9,^1:65,67,86,105|. The solvent is C1CCOC1 (THF), CCOCC (ether), C1(=CC=CC=C1)C (toluene). Starting materials: FC1=CC(=C(C(=O)O)C=C1)Br (4-fluoro-2-bromo-benzoic acid), NC1=CC=CC=C1 (aniline), C([O-])([O-])=O.[K+].[K+] (potassium carbonate), O (water). Reagents/catalysts: [Cu] (copper), [Cu]I (copper (I) iodide). The solvent is C(C)OCCO (2-ethoxyethanol). Run at temperature 138 celsius, time 70 hour. Product: FC1=CC(=C(C(=O)O)C=C1)NC1=CC=CC=C1 (4-fluoro-2-phenylamino-benzoic acid). Reaction SMILES: [F:1][C:2]1[CH:10]=[CH:9][C:5]([C:6]([OH:8])=[O:7])=[C:4](Br)[CH:3]=1.[NH2:12][C:13]1[CH:18]=[CH:17][CH:16]=[CH:15][CH:14]=1.C(=O)([O-])[O-].[K+].[K+].O>C(OCCO)C.[Cu].[Cu]I>[F:1][C:2]1[CH:10]=[CH:9][C:5]([C:6]([OH:8])=[O:7])=[C:4]([NH:12][C:13]2[CH:18]=[CH:17][CH:16]=[CH:15][CH:14]=2)[CH:3]=1 |f:2.3.4|. Procedure: A mixture of 4-fluoro-2-bromo-benzoic acid (25 g, 114 mmol), aniline (12.5 mL, 137 mmol), potassium carbonate (17.4 g, 126 mmol), copper powder (725 mg, 11.4 mmol), and copper (I) iodide (1.09 g, 5.71 mmol) in 2-ethoxyethanol (70 mL) was stirred at 138° C. for 70 hr. under an argon atmosphere. The reaction mixture was cooled to room temperature, then water (60 mL) was added. The mixture was filtered through celite. The filtrate was adjusted to pH<2, then an additional 200 mL of water was added. ... The reactants are CC(CN)COC1=CC(=CC=C1)CN1CCCCC1 (2-methyl-3-[3-(1-piperidinylmethyl)phenoxy]-1-propanamine), C1(=CC=CC=C1)OC(OC1=CC=CC=C1)=O (diphenylcarbonate), O.NN (hydrazine hydrate). The solvent is C(C)O (ethanol). Product: CC(CNC(=O)NN)COC1=CC(=CC=C1)CN1CCCCC1 (N-[2-Methyl-3-[3-(1-piperidinylmethyl)phenoxy]propyl]hydrazine carboxamide). As a reaction SMILES: [CH3:1][CH:2]([CH2:5][O:6][C:7]1[CH:12]=[CH:11][CH:10]=[C:9]([CH2:13][N:14]2[CH2:19][CH2:18][CH2:17][CH2:16][CH2:15]2)[CH:8]=1)[CH2:3][NH2:4].C1(O[C:27](=[O:35])OC2C=CC=CC=2)C=CC=CC=1.O.[NH2:37][NH2:38]>C(O)C>[CH3:1][CH:2]([CH2:5][O:6][C:7]1[CH:12]=[CH:11][CH:10]=[C:9]([CH2:13][N:14]2[CH2:19][CH2:18][CH2:17][CH2:16][CH2:15]2)[CH:8]=1)[CH2:3][NH:4][C:27]([NH:37][NH2:38])=[O:35] |f:2.3|. Procedure: 2.2 g (8 mmol) of 2-methyl-3-[3-(1-piperidinylmethyl)phenoxy]-1-propanamine in 20 ml of ethanol are stirred together with 1.9 g (8 mmol) of diphenylcarbonate at room temperature for 12 hours. 4 g of hydrazine hydrate is then added to the solution and the reaction mixture is heated under reflux for one hour. Isolation of the product is carried out as described in Example 1.